This data is from the Open Reaction Database (ORD), a public repository of structured organic reaction records. The task is: describe an organic reaction: reactants, conditions, products, and yield Starting materials: O=S1(NC(NC2=C1C=C(C=C2)NS(=O)(=O)C)=O)=O (N-(1,1,3-Trioxo-1,2,3,4-tetrahydro-1λ6-benzo[1,2,4]thiadiazin-7-yl)-methanesulfonamide). Solvent: Cl (hydrochloric acid), O (water). Run at temperature 105 celsius, time 16 hour. The product is NC1=C(C=C(C=C1)NS(=O)(=O)C)S(=O)(=O)N (2-amino-5-methanesulfonylamino-benzenesulfonamide). Yield: 45.6%. As a reaction SMILES: [O:1]=[S:2]1(=[O:18])[C:7]2[CH:8]=[C:9]([NH:12][S:13]([CH3:16])(=[O:15])=[O:14])[CH:10]=[CH:11][C:6]=2[NH:5]C(=O)[NH:3]1>Cl.O>[NH2:5][C:6]1[CH:11]=[CH:10][C:9]([NH:12][S:13]([CH3:16])(=[O:14])=[O:15])=[CH:8][C:7]=1[S:2]([NH2:3])(=[O:1])=[O:18]. Reported procedure: N-(1,1,3-Trioxo-1,2,3,4-tetrahydro-1λ6-benzo[1,2,4]thiadiazin-7-yl)-methanesulfonamide (Example 3c, 1 g, 3.4 mmol) was suspended in 12 M aqueous hydrochloric acid solution (60 mL). The mixture was stirred at 105° C. for 16 h. All solids were dissolved at this point. The mixture was diluted with water (250 mL). The solution was concentrated in vacuo to an orange solid. The solid was dissolved in water (20 mL) and concentrated in vacuo to an orange solid. The solid was dissolved in water (5 mL) an... Reactants: OB1OC(C2=C1C=C(C=C2)/C(/C)=N/O)(C)C ((E)-1-(1-hydroxy-3,3-dimethyl-1,3-dihydrobenzo[c][1,2]oxaborol-6-yl)ethanone oxime). The reagents and catalysts are [Zn] (zinc). Run in CC(=O)O (AcOH). Conditions: temperature 40 celsius, time 0.5 hour. Product: NC(C)C=1C=CC2=C(B(OC2(C)C)O)C1 (6-(1-aminoethyl)-3,3-dimethylbenzo[c][1,2]oxaborol-1(3H)-ol). As a reaction SMILES: [OH:1][B:2]1[C:6]2[CH:7]=[C:8](/[C:11](=[N:13]/O)/[CH3:12])[CH:9]=[CH:10][C:5]=2[C:4]([CH3:16])([CH3:15])[O:3]1>CC(O)=O.[Zn]>[NH2:13][CH:11]([C:8]1[CH:9]=[CH:10][C:5]2[C:4]([CH3:15])([CH3:16])[O:3][B:2]([OH:1])[C:6]=2[CH:7]=1)[CH3:12]. Reported procedure: A mixture of crude compound (E)-1-(1-hydroxy-3,3-dimethyl-1,3-dihydrobenzo[c][1,2]oxaborol-6-yl)ethanone oxime (0.93 mmol) and zinc dust (260 mg, 4.0 mmol) in AcOH (8 mL) was heated to 40° C. and stirred for 0.5 h. LC-MS showed SM disappeared. The reaction mixture was used for next reaction directly without being purified.